The task is: describe an organic reaction: reactants, conditions, products, and yield. This data is from the Open Reaction Database (ORD), a public repository of structured organic reaction records. The reactants are C(C)OC(=O)[C@H]1CN(CC[C@H]1N)CCSC1=NC2=CC(=CC=C2N=C1)OC ((3S,4R)-4-amino-1-[2-(7-methoxy-quinoxalin-2-ylsulfanyl)-ethyl]-piperidine-3-carboxylic acid ethyl ester), O=C1CSC2=C(N1)C=C(C=C2)C(=O)O (3-oxo-3,4-dihydro-2H-benzo[1,4]thiazine-6-carboxylic acid). The product is semisolid, C(C)OC(=O)[C@H]1CN(CC[C@H]1NC(=O)C=1C=CC2=C(NC(CS2)=O)C1)CCSC1=NC2=CC(=CC=C2N=C1)OC ((3S,4R)-1-[2-(7-methoxy-quinoxalin-2-ylsulfanyl)-ethyl]-4-[(3-oxo-3,4-dihydro-2H-benzo[1,4]thiazine-6-carbonyl)-amino]-piperidine-3-carboxylic acid ethyl ester). The yield is 87.0%. RXN SMILES: [CH2:1]([O:3][C:4]([C@@H:6]1[C@H:11]([NH2:12])[CH2:10][CH2:9][N:8]([CH2:13][CH2:14][S:15][C:16]2[CH:25]=[N:24][C:23]3[C:18](=[CH:19][C:20]([O:26][CH3:27])=[CH:21][CH:22]=3)[N:17]=2)[CH2:7]1)=[O:5])[CH3:2].[O:28]=[C:29]1[NH:34][C:33]2[CH:35]=[C:36]([C:39](O)=[O:40])[CH:37]=[CH:38][C:32]=2[S:31][CH2:30]1>>[CH2:1]([O:3][C:4]([C@@H:6]1[C@H:11]([NH:12][C:39]([C:36]2[CH:37]=[CH:38][C:32]3[S:31][CH2:30][C:29](=[O:28])[NH:34][C:33]=3[CH:35]=2)=[O:40])[CH2:10][CH2:9][N:8]([CH2:13][CH2:14][S:15][C:16]2[CH:25]=[N:24][C:23]3[C:18](=[CH:19][C:20]([O:26][CH3:27])=[CH:21][CH:22]=3)[N:17]=2)[CH2:7]1)=[O:5])[CH3:2]. Reported procedure: The title compound is prepared as an orange semisolid (280 mg, 87% yield) following Scheme 3 and in analogy to Example 35 using (3S,4R)-4-amino-1-[2-(7-methoxy-quinoxalin-2-ylsulfanyl)-ethyl]-piperidine-3-carboxylic acid ethyl ester (216 mg, 0.50 mmol, 1.0 eq) and 3-oxo-3,4-dihydro-2H-benzo[1,4]thiazine-6-carboxylic acid (113 mg, 0.50 mmol, 1.0 eq) as starting material. Solvent: C(C)O (ethanol), C(C)O (ethanol), O (water). The product is FC=1C(=CC2=C(NC(=N2)S)C1)N1C=NC=C1 (6-Fluoro-5-(imidazol-1-yl)-2-mercapto-1H-benzimidazole). The reactants are resultant solution, FC1=CC(=C(C=C1N1C=NC=C1)N)N (4-fluoro-5-(imidazol-1-yl)-1,2-phenylenediamine), C(=S)=S (carbon disulfide), [OH-].[K+] (potassium hydroxide), C (charcoal). Procedure details: The diamine (6.7 g, 0.035 mol) (obtained in step 4 above) was dissolved in ethanol (20 mL) and added to a stirred mixture of carbon disulfide (3.0 g, 0.04 mol), potassium hydroxide (2.3 g, 0.04 mol), water (5 mL) and ethanol (15 mL). The resultant solution was refluxed for 6 h. Animal charcoal (2.0 g) was added and further refluxed for 1 h. The mixture was filtered and washed with hot water. A mixture of acetic acid and water (1:2, 15 mL) was added to the filtrate slowly with vigorous stirring t... As a reaction SMILES: [F:1][C:2]1[C:7]([N:8]2[CH:12]=[CH:11][N:10]=[CH:9]2)=[CH:6][C:5]([NH2:13])=[C:4]([NH2:14])[CH:3]=1.[C:15](=S)=[S:16].[OH-].[K+].C>C(O)C.O>[F:1][C:2]1[C:7]([N:8]2[CH:12]=[CH:11][N:10]=[CH:9]2)=[CH:6][C:5]2[N:13]=[C:15]([SH:16])[NH:14][C:4]=2[CH:3]=1 |f:2.3|.